Dataset: the Open Reaction Database (ORD), a public repository of structured organic reaction records. Task: describe an organic reaction: reactants, conditions, products, and yield Yields the product FC=1C=C(C=CC1C=1SC2=NC(=CC=C2N1)C1(CC1)C1=CC=CC=C1)[C@@H](C)N ((R)-1-(3-fluoro-4-(5-(1-phenylcyclopropyl)thiazolo[5,4-b]pyridin-2-yl)phenyl)ethanamine). Reported procedure: Hydrogen chloride 4.0 M in 1,4-dioxane (0.04 mL, 0.2 mmol) was added to a solution of (R)-N-((R)-1-(3-fluoro-4-(5-(1-phenylcyclopropyl)thiazolo[5,4-b]pyridin-2-yl)phenyl)-ethyl)-2-methylpropane-2-sulfinamide (0.0301 g, 0.06 mmol) in MeOH (5 mL). The yellow reaction mixture was allowed to stir at ambient temperature for 18 h. The crude reaction mixture was concentrated in vacuo and purified by silica gel chromatography to afford (R)-1-(3-fluoro-4-(5-(1-phenylcyclopropyl)thiazolo[5,4-b]pyridin-2-y... Reactants: Cl (Hydrogen chloride), O1CCOCC1 (1,4-dioxane), FC=1C=C(C=CC1C=1SC2=NC(=CC=C2N1)C1(CC1)C1=CC=CC=C1)[C@@H](C)N[S@](=O)C(C)(C)C ((R)-N-((R)-1-(3-fluoro-4-(5-(1-phenylcyclopropyl)thiazolo[5,4-b]pyridin-2-yl)phenyl)-ethyl)-2-methylpropane-2-sulfinamide). Conditions: time 18 hour. The solvent is CO (MeOH). As a reaction SMILES: Cl.O1CCOCC1.[F:8][C:9]1[CH:10]=[C:11]([C@H:33]([NH:35][S@@](C(C)(C)C)=O)[CH3:34])[CH:12]=[CH:13][C:14]=1[C:15]1[S:16][C:17]2[C:22]([N:23]=1)=[CH:21][CH:20]=[C:19]([C:24]1([C:27]3[CH:32]=[CH:31][CH:30]=[CH:29][CH:28]=3)[CH2:26][CH2:25]1)[N:18]=2>CO>[F:8][C:9]1[CH:10]=[C:11]([C@H:33]([NH2:35])[CH3:34])[CH:12]=[CH:13][C:14]=1[C:15]1[S:16][C:17]2[C:22]([N:23]=1)=[CH:21][CH:20]=[C:19]([C:24]1([C:27]3[CH:28]=[CH:29][CH:30]=[CH:31][CH:32]=3)[CH2:25][CH2:26]1)[N:18]=2.